Task: describe an organic reaction: reactants, conditions, products, and yield. Dataset: the Open Reaction Database (ORD), a public repository of structured organic reaction records Starting materials: CN(C)c1ccncc1, ClCCl, Cl, [N-]=[N+]=[N-], COC(=O)C(N)CSCc1ccccc1, [Na+], O. Product: COC(=O)C(CSCc1ccccc1)N=[N+]=[N-]. Reaction SMILES: [CH3:22][N:23]([c:24]1[cH:25][cH:26][n:27][cH:28][cH:29]1)[CH3:30].[Cl:31][CH2:32][Cl:33].[ClH:5].[N-:1]=[N+:2]=[N-:3].[NH2:6][CH:7]([C:8](=[O:9])[O:10][CH3:11])[CH2:12][S:13][CH2:14][c:15]1[cH:16][cH:17][cH:18][cH:19][cH:20]1.[Na+:4].[OH2:21]>>[N:1](=[N+:2]=[N-:3])[CH:7]([C:8](=[O:9])[O:10][CH3:11])[CH2:12][S:13][CH2:14][c:15]1[cH:16][cH:17][cH:18][cH:19][cH:20]1. The reactants are O (water), [H-].[Na+] (sodium hydride), C(CO)O (ethylene glycol), BrCC=1C(=CC(=NC1)F)I (5-bromomethyl-2-fluoro-4-iodo-pyridine). Run at time 30 minute. Yields the product FC1=CC(=C(C=N1)COC(C)O)I ((6-Fluoro-4-iodo-pyridin-3-ylmethoxy)-ethanol). The yield is 38.0%. Reaction SMILES: [H-].[Na+].[CH2:3]([OH:6])[CH2:4]O.Br[CH2:8][C:9]1[C:10]([I:16])=[CH:11][C:12]([F:15])=[N:13][CH:14]=1.[OH2:17]>>[F:15][C:12]1[N:13]=[CH:14][C:9]([CH2:8][O:17][CH:3]([OH:6])[CH3:4])=[C:10]([I:16])[CH:11]=1 |f:0.1|. Reported procedure: Add sodium hydride (54 mg, 2.25 mmol) to 2.5 mL ethylene glycol at 0° C. and stir for 30 min at RT. Add 5-bromomethyl-2-fluoro-4-iodo-pyridine (0.69 g, 2.14 mmol) and heat it to 120° C. for 30 min. Cool to RT, dilute with 70 mL of water, and extract with ether (3×50 mL). Combine organic layers, wash with saturated aqueous sodium chloride, thy over MgSO4, and remove the solvent. Purify by chromatography with diethylether to obtain the title compound (240 mg, 38%). MS (ES) m/z 296 [M+1]+. Starting materials: Cc1cc(C)nc(S)n1, Cc1ccccc1, CN([SiH](C)C)[Si](C)(C)C. The product is Cc1cc(C)nc(S[Si](C)(C)C)n1. As a reaction SMILES: [CH3:10][c:11]1[n:12][c:13]([SH:18])[n:14][c:15]([CH3:17])[cH:16]1.[CH3:19][c:20]1[cH:21][cH:22][cH:23][cH:24][cH:25]1.[CH3:1][SiH:2]([CH3:3])[N:8]([Si:4]([CH3:5])([CH3:6])[CH3:7])[CH3:9]>>[Si:4]([CH3:5])([CH3:6])([CH3:7])[S:18][c:13]1[n:12][c:11]([CH3:10])[cH:16][c:15]([CH3:17])[n:14]1. The reactants are N1(N=CN=C1)CC(=O)NC1=C(C(=O)N)C=CC=N1 (2-(2-[1,2,4]Triazol-1-yl-acetylamino)-nicotinamide). The solvent is N1=CC=CC=C1 (pyridine). Yields the product N1(N=CN=C1)CC=1NC(C2=C(N1)N=CC=C2)=O (2-[1,2,4]triazol-1-ylmethyl-3H-pyrido[2,3-d]pyrimidin-4-one). Isolated yield 9.0%. RXN SMILES: [N:1]1([CH2:6][C:7]([NH:9][C:10]2[N:18]=[CH:17][CH:16]=[CH:15][C:11]=2[C:12]([NH2:14])=[O:13])=O)[CH:5]=[N:4][CH:3]=[N:2]1>N1C=CC=CC=1>[N:1]1([CH2:6][C:7]2[NH:14][C:12](=[O:13])[C:11]3[CH:15]=[CH:16][CH:17]=[N:18][C:10]=3[N:9]=2)[CH:5]=[N:4][CH:3]=[N:2]1. Procedure: 2-(2-[1,2,4]Triazol-1-yl-acetylamino)-nicotinamide (206 mg, 0.8 mmol) was dissolved in pyridine (4 ml). The solution was microwaved for 15 min at 150° C. The solvent was removed in vacuo, and the residue purified by chromatography on silica (dichloromethane/methanol gradient) to yield 2-[1,2,4]triazol-1-ylmethyl-3H-pyrido[2,3-d]pyrimidin-4-one (18 mg, 72 μmol; 9%) as a yellow solid. MS (m/e): 229.1 [M+H+]. Reactants: C1(=CC=CC=C1)P(C1=CC=CC=C1)C1=CC=CC=C1 (Triphenylphosphine), ice, C(CCC)OC1=NC=C(C=C1C=1NC(C=2C(N1)=C(N(N2)CCOC)CC)=O)C(CO)=O (5-(2-Butoxy-5-glycoloyl-3-pyridinyl)-3-ethyl-2-(2-methoxyethyl)-2,6-dihydro-7H-pyrazolo[4,3-d]pyrimidin-7-one), C(Br)(Br)(Br)Br (carbon tetrabromide), C(Br)(Br)(Br)Br (carbon tetrabromide), C1(=CC=CC=C1)P(C1=CC=CC=C1)C1=CC=CC=C1 (triphenylphosphine). Solvent: ClCCl (dichloromethane), ClCCl (dichloromethane). Run at time 2 hour. Yields the product C(CCC)OC1=NC=C(C=C1C=1NC(C=2C(N1)=C(N(N2)CCOC)CC)=O)C(CBr)=O (5-[2-butoxy-5-(2-bromoacetyl)-3-pyridinyl]-3-ethyl-2-(2-methoxyethyl)-2,6-dihydro-7H-pyrazolo[4,3-d]-pyrimidin-7-one). Reaction SMILES: C1(P(C2C=CC=CC=2)C2C=CC=CC=2)C=CC=CC=1.[CH2:20]([O:24][C:25]1[C:30]([C:31]2[NH:32][C:33](=[O:46])[C:34]3[C:35](=[C:37]([CH2:44][CH3:45])[N:38]([CH2:40][CH2:41][O:42][CH3:43])[N:39]=3)[N:36]=2)=[CH:29][C:28]([C:47](=[O:50])[CH2:48]O)=[CH:27][N:26]=1)[CH2:21][CH2:22][CH3:23].C(Br)(Br)(Br)[Br:52]>ClCCl>[CH2:20]([O:24][C:25]1[C:30]([C:31]2[NH:32][C:33](=[O:46])[C:34]3[C:35](=[C:37]([CH2:44][CH3:45])[N:38]([CH2:40][CH2:41][O:42][CH3:43])[N:39]=3)[N:36]=2)=[CH:29][C:28]([C:47](=[O:50])[CH2:48][Br:52])=[CH:27][N:26]=1)[CH2:21][CH2:22][CH3:23]. Procedure: Triphenylphosphine (110 mg, 0.42 mmol) in dichloromethane (1 mL) was added slowly to an ice cooled solution of 5-(2-butoxy-5-glycoloyl-3-pyridinyl)-3-ethyl-2-(2-methoxyethyl)-2,6-dihydro-7H-pyrazolo[4,3-d]-pyrimidin-7-one (Example 33) (150 mg, 0.35 mmol) and carbon tetrabromide (140 mg, 0.42 mmol) in dichloromethane (3 mL). The solution was allowed to warm to room temperature. After 2 h further carbon tetrabromide (25 mg, 0.075 mmol) and triphenylphosphine were added and stirring continued for 2... The reactants are Br, c1c(nn2c1c(nc(c2)c1cnn(c1)C)O)C(=O)O. Reagents/catalysts: c1ccc(cc1)-c2c3ccccc3cc4ccccc24 (9-Phenylanthracene). Solvent: O (Water). Run at temperature 150 celsius, time 18 hour. Yields the product Cn1cc(cn1)c2cn3nccc3c(O)n2. RXN SMILES: [CH3:1][n:2]1[n:6][cH:5][c:4]([c:7]2[n:16][c:14]([OH:15])[c:13]([n:9]3[cH:8]2)[cH:12][c:11](C(O)=O)[n:10]3)[cH:3]1>>[CH3:1][n:2]1[n:6][cH:5][c:4]([c:7]2[n:16][c:14]([OH:15])[c:13]([n:9]3[cH:8]2)[cH:12][cH:11][n:10]3)[cH:3]1. Starting materials: CC(=O)O[BH-](OC(C)=O)OC(C)=O, C=O, CCOc1ccc(-n2c(C(C)N(CCC(C)NC3CCC3)C(=O)Cc3ccc(F)c(C(F)(F)F)c3)nc3ncccc3c2=O)cc1, CC(Cl)Cl, ClCCl, [Na+]. The product is CCOc1ccc(-n2c(C(C)N(CCC(C)N(C)C3CCC3)C(=O)Cc3ccc(F)c(C(F)(F)F)c3)nc3ncccc3c2=O)cc1. Reaction SMILES: [C:49]([O:50][BH-:51]([O:52][C:53](=[O:54])[CH3:55])[O:56][C:57](=[O:58])[CH3:59])(=[O:60])[CH3:61].[CH2:47]=[O:48].[CH:1]1([NH:5][CH:6]([CH2:7][CH2:8][N:9]([C:10]([CH2:11][c:12]2[cH:13][c:14]([C:19]([F:20])([F:21])[F:22])[c:15]([F:18])[cH:16][cH:17]2)=[O:23])[CH:24]([CH3:25])[c:26]2[n:27](-[c:37]3[cH:38][cH:39][c:40]([O:43][CH2:44][CH3:45])[cH:41][cH:42]3)[c:28](=[O:36])[c:29]3[c:30]([n:31]2)[n:32][cH:33][cH:34][cH:35]3)[CH3:46])[CH2:2][CH2:3][CH2:4]1.[Cl:63][CH:64]([Cl:65])[CH3:66].[Cl:67][CH2:68][Cl:69].[Na+:62]>>[CH:1]1([N:5]([CH:6]([CH2:7][CH2:8][N:9]([C:10]([CH2:11][c:12]2[cH:13][c:14]([C:19]([F:20])([F:21])[F:22])[c:15]([F:18])[cH:16][cH:17]2)=[O:23])[CH:24]([CH3:25])[c:26]2[n:27](-[c:37]3[cH:38][cH:39][c:40]([O:43][CH2:44][CH3:45])[cH:41][cH:42]3)[c:28](=[O:36])[c:29]3[c:30]([n:31]2)[n:32][cH:33][cH:34][cH:35]3)[CH3:46])[CH3:49])[CH2:2][CH2:3][CH2:4]1.